From a dataset of the Open Reaction Database (ORD), a public repository of structured organic reaction records. describe an organic reaction: reactants, conditions, products, and yield Reactants: 10.7, C1(=CC=CC=C1)C(N1CCN(CC1)CCCN1C(=NC2=C1C=CC=C2)N)C2=CC=CC=C2 (1-{3-[4-(diphenylmethyl)piperazinyl]propyl}-1H-benzimidazol-2-amine), C(C)(=O)OC(C)=O (acetic acid anhydride). The solvent is CC1=CC=CC=C1 (methylbenzene). Yields the product C1(=CC=CC=C1)C(N1CCN(CC1)CCCN1C(NC2=C1C=CC=C2)=NC(C)=O)C2=CC=CC=C2 (N-[1-{3-[4-(diphenylmethyl)-1-piperazinyl]propyl}-1,3-dihydro-2H-benzimidazol-2-ylidene]acetamide). As a reaction SMILES: [C:1]1([CH:7]([C:27]2[CH:32]=[CH:31][CH:30]=[CH:29][CH:28]=2)[N:8]2[CH2:13][CH2:12][N:11]([CH2:14][CH2:15][CH2:16][N:17]3[C:21]4[CH:22]=[CH:23][CH:24]=[CH:25][C:20]=4[N:19]=[C:18]3[NH2:26])[CH2:10][CH2:9]2)[CH:6]=[CH:5][CH:4]=[CH:3][CH:2]=1.[C:33](OC(=O)C)(=[O:35])[CH3:34]>CC1C=CC=CC=1>[C:27]1([CH:7]([C:1]2[CH:2]=[CH:3][CH:4]=[CH:5][CH:6]=2)[N:8]2[CH2:13][CH2:12][N:11]([CH2:14][CH2:15][CH2:16][N:17]3[C:21]4[CH:22]=[CH:23][CH:24]=[CH:25][C:20]=4[NH:19][C:18]3=[N:26][C:33](=[O:35])[CH3:34])[CH2:10][CH2:9]2)[CH:32]=[CH:31][CH:30]=[CH:29][CH:28]=1. Procedure: A mixture of 10.7 parts of 1-{3-[4-(diphenylmethyl)piperazinyl]propyl}-1H-benzimidazol-2-amine, 5.1 parts of acetic acid anhydride and 90 parts of methylbenzene is stirred and refluxed for 5 hours. The reaction mixture is evaporated and the residue is stirred in water. The whole is alkalized with ammonium hydroxide and the product is extracted with trichloromethane. The extract is dried, filtered and evaporated. The residue is crystallized from ethanol. The product is filtered off and dried, yie... Reactants: CCOC(C)=O, Cc1ccccc1-c1ccc2c(c1)CN(C(=O)OC(C)(C)C)CCO2, CCOC(C)=O, Cl. Yields the product Cc1ccccc1-c1ccc2c(c1)CNCCO2, Cl. RXN SMILES: [C:26]([O:27][CH2:28][CH3:29])(=[O:30])[CH3:31].[CH3:1][c:2]1[c:3](-[c:8]2[cH:9][cH:10][c:11]3[c:12]([cH:25]2)[CH2:13][N:14]([C:18]([O:19][C:20]([CH3:21])([CH3:22])[CH3:23])=[O:24])[CH2:15][CH2:16][O:17]3)[cH:4][cH:5][cH:6][cH:7]1.[CH3:33][CH2:34][O:35][C:36](=[O:37])[CH3:38].[ClH:32]>>[CH3:1][c:2]1[c:3](-[c:8]2[cH:9][cH:10][c:11]3[c:12]([cH:25]2)[CH2:13][NH:14][CH2:15][CH2:16][O:17]3)[cH:4][cH:5][cH:6][cH:7]1.[ClH:32]. Starting materials: OC1C(CCCC1)=O (2-hydroxycyclohexanone), C(C1=CC=CC=C1)OC(C)O (benzyloxyethanol), C1(=CC=C(C=C1)S(=O)(=O)O)C (p-toluensulphonic acid). The solvent is C=1(C(=CC=CC1)C)C (xylene). Conditions: time 10 hour. The product is C(C1=CC=CC=C1)OCCOC1C(CCCC1)=O (2-(2-benzyloxyethoxy)-cyclohexanone). Isolated yield 67.1%. RXN SMILES: [OH:1][CH:2]1[CH2:7][CH2:6][CH2:5][CH2:4][C:3]1=[O:8].[CH2:9]([O:16][CH:17](O)[CH3:18])[C:10]1[CH:15]=[CH:14][CH:13]=[CH:12][CH:11]=1.C1(C)C=CC(S(O)(=O)=O)=CC=1>C1(C)C(C)=CC=CC=1>[CH2:9]([O:16][CH2:17][CH2:18][O:8][CH:3]1[CH2:4][CH2:5][CH2:6][CH2:7][C:2]1=[O:1])[C:10]1[CH:15]=[CH:14][CH:13]=[CH:12][CH:11]=1. Procedure details: A mixture of dimeric 2-hydroxycyclohexanone (13.7 g), 2 benzyloxyethanol (20 g) and p-toluensulphonic acid (2 g) were dissolved in xylene (500 ml) in a round bottom flask fitted with a Dean Stark apparatus and reluxed for 10 hrs. The resulting solution was cooled, washed with sodium hydrogen carbonate (3×50 ml) dried and concentrated under reduced pressure. The crude oil was then purified by flash chromatography using cyclohexane/ethyl acetate 60/40 as eluant yielding 20 g of the title compound ... Starting materials: BrC1=CC=C2CCC(C2=C1)O (6-Bromo-2,3-dihydro-1H-inden-1-ol), N1=C(C=CC=C1C)C (2,6-lutidine), Cl (HCl), C(C)(C)[Si](C(C)C)(C(C)C)OS(=O)(=O)C(F)(F)F (triisopropylsilyltriflate). The solvent is C(Cl)Cl (CH2Cl2). Conditions: time 30 minute. The product is BrC1=CC=C2CCC(C2=C1)O[Si](C(C)C)(C(C)C)C(C)C (6-Bromo-2,3-dihydro-1-[[tris(1-methylethyl)silyl]oxy]-1H-indene). As a reaction SMILES: [Br:1][C:2]1[CH:10]=[C:9]2[C:5]([CH2:6][CH2:7][CH:8]2[OH:11])=[CH:4][CH:3]=1.N1C(C)=CC=CC=1C.[CH:20]([Si:23](OS(C(F)(F)F)(=O)=O)([CH:27]([CH3:29])[CH3:28])[CH:24]([CH3:26])[CH3:25])([CH3:22])[CH3:21].Cl>C(Cl)Cl>[Br:1][C:2]1[CH:10]=[C:9]2[C:5]([CH2:6][CH2:7][CH:8]2[O:11][Si:23]([CH:27]([CH3:29])[CH3:28])([CH:24]([CH3:26])[CH3:25])[CH:20]([CH3:22])[CH3:21])=[CH:4][CH:3]=1. Procedure: To 6-Bromo-2,3-dihydro-1H-inden-1-ol (300 mg, 1.41 mmol) in CH2Cl2 (4 mL) was added 2,6-lutidine (151 μL, 1.41 mmol) followed by triisopropylsilyltriflate (378 μL, 1.41 mmol) at room temperature. The reaction was stirred for 30 min then added to 1N HCl and extracted. The organic layer was washed with saturated sodium bicarbonate then brine and dried over MgSO4. The solvent was removed in vacuo and the crude material purified by column chromatography. Reactants: COC=1C(=C(OCCCOC2=C(C3=C(CCC(O3)C(=O)OC)C=C2)CCC)C=CC1C(=O)NC)CCC (Methyl 3,4-dihydro-7-[3-[3-methoxy-2-propyl-4-[(methylamino)carbonyl]phenoxy]propoxy]-8- propyl-2H-1-benzopyran-2-carboxylate), [OH-].[Li+] (lithium hydroxide), CO (methanol), C1CCOC1 (THF). The solvent is C(C)(=O)OCC (ethyl acetate). Run at time 8 hour. Yields the product COC=1C(=C(OCCCOC2=C(C3=C(CCC(O3)C(=O)O)C=C2)CCC)C=CC1C(=O)NC)CCC (3,4-Dihydro-7-[3-[3-methoxy-2-propyl-4-[(methylamino)carbonyl]phenoxy]propoxy]-8-propyl-2H-1-benzopyran-2-carboxylic acid). As a reaction SMILES: [CH3:1][O:2][C:3]1[C:4]([CH2:35][CH2:36][CH3:37])=[C:5]([CH:28]=[CH:29][C:30]=1[C:31]([NH:33][CH3:34])=[O:32])[O:6][CH2:7][CH2:8][CH2:9][O:10][C:11]1[CH:24]=[CH:23][C:14]2[CH2:15][CH2:16][CH:17]([C:19]([O:21]C)=[O:20])[O:18][C:13]=2[C:12]=1[CH2:25][CH2:26][CH3:27].[OH-].[Li+].CO.C1COCC1>C(OCC)(=O)C>[CH3:1][O:2][C:3]1[C:4]([CH2:35][CH2:36][CH3:37])=[C:5]([CH:28]=[CH:29][C:30]=1[C:31]([NH:33][CH3:34])=[O:32])[O:6][CH2:7][CH2:8][CH2:9][O:10][C:11]1[CH:24]=[CH:23][C:14]2[CH2:15][CH2:16][CH:17]([C:19]([OH:21])=[O:20])[O:18][C:13]=2[C:12]=1[CH2:25][CH2:26][CH3:27] |f:1.2|. Procedure details: The compound of Example 34 (70 mg, 0.14 mmol) and excess 1.0M lithium hydroxide solution were added to about 2 ml of methanol and about 1 ml of THF. The reaction mixture was stirred at room temperature overnight and then diluted with ethyl acetate and washed with water. Chromatography of the reaction mixture on silica gel with 90% ethyl acetate/10% methanol/trace amount of acetic acid as eluant gave the product. The reactants are [Al+3], COC(=O)C(=O)Cl, [Cl-], [Cl-], [Cl-], ClCCl, c1ccc2c(OCCN3CCOCC3)cccc2c1. Yields the product COC(=O)C(=O)c1ccc(OCCN2CCOCC2)c2ccccc12. Reaction SMILES: [Al+3:2].[CH3:5][O:6][C:7]([C:8](=[O:9])[Cl:10])=[O:11].[Cl-:1].[Cl-:3].[Cl-:4].[Cl:31][CH2:32][Cl:33].[c:12]1([O:22][CH2:23][CH2:24][N:25]2[CH2:26][CH2:27][O:28][CH2:29][CH2:30]2)[cH:13][cH:14][cH:15][c:16]2[cH:17][cH:18][cH:19][cH:20][c:21]12>>[CH3:5][O:6][C:7]([C:8](=[O:9])[c:15]1[cH:14][cH:13][c:12]([O:22][CH2:23][CH2:24][N:25]2[CH2:26][CH2:27][O:28][CH2:29][CH2:30]2)[c:21]2[c:16]1[cH:17][cH:18][cH:19][cH:20]2)=[O:11].